The task is: describe an organic reaction: reactants, conditions, products, and yield. This data is from the Open Reaction Database (ORD), a public repository of structured organic reaction records. The reactants are C(=O)([O-])[O-].[K+].[K+] (K2CO3), [BH4-].[Na+] (NaBH4), OC1=C2C(=C3C(=CC(OC3=C1[C@@H]([C@@H](C=C)C)O[Si](C)(C)C(C)(C)C)=O)CCC)OC(C=C2)(C)C ((+)-5-Hydroxy-6-[(1R,2R)-1-tert-butyldimethylsilyloxy-2-methylbut-3-enyl]-2,2-dimethyl-10-propyl-2H-pyrano[2,3-f]chromen-8-one). Reagents/catalysts: [Hg](OC(=O)C)OC(=O)C (Hg(OAc)2). Run in [Cl-].[Na+].O (brine), Hexanes, C1CCOC1 (THF). Reaction conditions: time 20 minute. The product is [Si](C)(C)(C(C)(C)C)O[C@@H]1[C@@H]([C@H](OC=2C3=C(C4=C(C12)OC(C=C4CCC)=O)OC(C=C3)(C)C)C)C ((-)-(10R,11R,12R)-12-tert-Butyldimethylsilyloxy-6,6,10,11-tetramethyl-4-propyl-6,10,11,12-tetrahydrodipyrano[2,3-f;2', 3'-h]chromen-2-one). Yield: 81.1%. RXN SMILES: [OH:1][C:2]1[C:11]([C@H:12]([O:17][Si:18]([C:21]([CH3:24])([CH3:23])[CH3:22])([CH3:20])[CH3:19])[C@H:13]([CH3:16])[CH:14]=[CH2:15])=[C:10]2[C:5]([C:6]([CH2:26][CH2:27][CH3:28])=[CH:7][C:8](=[O:25])[O:9]2)=[C:4]2[O:29][C:30]([CH3:34])([CH3:33])[CH:31]=[CH:32][C:3]=12.C([O-])([O-])=O.[K+].[K+].[BH4-].[Na+]>C1COCC1.[Cl-].[Na+].O.[Hg](OC(C)=O)OC(C)=O>[Si:18]([O:17][C@H:12]1[C:11]2[C:10]3[O:9][C:8](=[O:25])[CH:7]=[C:6]([CH2:26][CH2:27][CH3:28])[C:5]=3[C:4]3[O:29][C:30]([CH3:33])([CH3:34])[CH:31]=[CH:32][C:3]=3[C:2]=2[O:1][C@H:14]([CH3:15])[C@H:13]1[CH3:16])([C:21]([CH3:24])([CH3:22])[CH3:23])([CH3:19])[CH3:20] |f:1.2.3,4.5,7.8.9|. Reported procedure: To a solution of 10 (812 mg, 1.68 mmol) in THF (80 mL) was added Hg(OAc)2 (534 mg, 1.68 mmol), and the mixture was stirred for 20 min at room temperature. K2CO3 (232 mg, 1.68 mmol) was then added, and the reaction mixture was stirred for 30 min, then cooled to -10° C. NaBH4 was added (420 g, 11.0 mmol), and the reaction was allowed to warm to room temperature and stir for an additional 15 min. Hexanes (20 mL) were then added, followed by brine (40 mL). The organic layer was separated, and the aq... Starting materials: ice water, FC(C1=NN=NN1)(F)F (5-trifluoromethyl-1,2,3,4-tetrazole), C(CCCCCCCCCCCCCCC)(=O)Cl (palmitoyl chloride), N1=CC=CC=C1 (pyridine). Run in C(C)#N (acetonitrile). Conditions: temperature 5 celsius, time 30 minute. The product is C(CCCCCCCCCCCCCCC)(=O)N1N=NN=C1C(F)(F)F (1-hexadecanoyl-5-trifluoromethyl-1,2,3,4 -tetrazole). Isolated yield 43.7%. Reaction SMILES: [F:1][C:2]([F:9])([F:8])[C:3]1[NH:7][N:6]=[N:5][N:4]=1.[C:10](Cl)(=[O:26])[CH2:11][CH2:12][CH2:13][CH2:14][CH2:15][CH2:16][CH2:17][CH2:18][CH2:19][CH2:20][CH2:21][CH2:22][CH2:23][CH2:24][CH3:25].N1C=CC=CC=1>C(#N)C>[C:10]([N:4]1[C:3]([C:2]([F:9])([F:8])[F:1])=[N:7][N:6]=[N:5]1)(=[O:26])[CH2:11][CH2:12][CH2:13][CH2:14][CH2:15][CH2:16][CH2:17][CH2:18][CH2:19][CH2:20][CH2:21][CH2:22][CH2:23][CH2:24][CH3:25]. Reported procedure: 6.9 g of 5-trifluoromethyl-1,2,3,4-tetrazole and 13.7 g of palmitoyl chloride were dissolved in 100 ml of acetonitrile while cooling with ice and to the solution was added dropwise 4.5 ml of pyridine over a period of about 10 minutes. After the completion of the dropwise addition, the mixture was stirred at about 5° C. for 30 minutes and then at room temperature for 1 hour, and to the mixture was added dropwise about 100 ml of ice water. The crystals thus-deposited were collected by filtration t... Starting materials: P(Br)(Br)Br (Phosphorous tribromide), C1(=CC=CC=C1)C#CCO (3-phenyl-2-propyn-1-ol). Reagents/catalysts: N1=CC=CC=C1 (pyridine). Run in C(C)OCC (diethyl ether). Run at temperature 40 celsius. Yields the product C1(=CC=CC=C1)C#CCBr (1-phenyl-3-bromo-1-propyn). Yield: 248.9%. As a reaction SMILES: P(Br)(Br)[Br:2].[C:5]1([C:11]#[C:12][CH2:13]O)[CH:10]=[CH:9][CH:8]=[CH:7][CH:6]=1>C(OCC)C.N1C=CC=CC=1>[C:5]1([C:11]#[C:12][CH2:13][Br:2])[CH:10]=[CH:9][CH:8]=[CH:7][CH:6]=1. Procedure details: Phosphorous tribromide (2.62 mL, 27.6 mmol) was added to a solution of 3-phenyl-2-propyn-1-ol (10.0 g, 76 mmol) and pyridine (0.14 mL, 1.77 mmol) in diethyl ether (22 mL) at a rate to maintain reflux. After addition, the mixture was heated at 40° C. for 2 h. The mixture was cooled and poured onto ice. The organic layer was separated and diluted with diethyl ether (100 mL), washed with saturated sodium bicarbonate (2×50 mL) and saturated sodium chloride (50 mL). The organic layer was dried (MgSO4... The reactants are C(C)(C)(C)OC(=O)N1CCN(CC1)C1=C2C=CN=CC2=CC=C1 (5-(4-t-butyloxycarbonylpiperazin-1-yl)isoquinoline), C(C)O (ethanol). Reagents/catalysts: catalyst, [Pt] (Pt/C). Run at time 4 hour. Product: C(C)(C)(C)OC(=O)N1CCN(CC1)C1=C2CCN(CC2=CC=C1)CC (5-(4-t-butyloxycarbonylpiperazin-1-yl)-2-ethyl-1,2,3,4-tetrahydroisoquinoline). Isolated yield 30.0%. RXN SMILES: [C:1]([O:5][C:6]([N:8]1[CH2:13][CH2:12][N:11]([C:14]2[CH:23]=[CH:22][CH:21]=[C:20]3[C:15]=2[CH:16]=[CH:17][N:18]=[CH:19]3)[CH2:10][CH2:9]1)=[O:7])([CH3:4])([CH3:3])[CH3:2].[CH2:24](O)[CH3:25]>[Pt]>[C:1]([O:5][C:6]([N:8]1[CH2:13][CH2:12][N:11]([C:14]2[CH:23]=[CH:22][CH:21]=[C:20]3[C:15]=2[CH2:16][CH2:17][N:18]([CH2:24][CH3:25])[CH2:19]3)[CH2:10][CH2:9]1)=[O:7])([CH3:4])([CH3:2])[CH3:3]. Procedure: The compound of Step 2 (200 mg, 0.64 mmol) is dissolved in absolute ethanol (50 mL), and Pt/C 10% catalyst (200 mg) is added. The mixture is pressurized to 45 psi under hydrogen and shaken for about 4 hours at r.t. The mixture is filtered over celite, concentrated and chromatographed on silica gel to give about 68 mg of 5-(4-t-butyloxycarbonylpiperazin-1-yl)-2-ethyl-1,2,3,4-tetrahydroisoquinoline (30%).